From a dataset of the Open Reaction Database (ORD), a public repository of structured organic reaction records. describe an organic reaction: reactants, conditions, products, and yield Reactants: C(C1=CC=CC=C1)OC=1N=NC(=CC1OCC1=CC=CC=C1)C#CC=1C=NC(=CC1)C(F)(F)F (3,4-bis(benzyloxy)-6-{[6-(trifluoromethyl)pyridin-3-yl]ethynyl}pyridazine), C(C1=CC=CC=C1)OC=1N=NC(=CC1OCC1=CC=CC=C1)C#C (3,4-bis(Benzyloxy)-6-ethynylpyridazine), IC1=CC(=CC=C1)C(F)(F)F (1-iodo-3-(trifluoromethyl)benzene), C(C1=CC=CC=C1)OC=1N=NC(=CC1OCC1=CC=CC=C1)C#CC=1C=NC(=CC1)C(F)(F)F (3,4-bis(benzyloxy)-6-{[6-(trifluoromethyl)pyridin-3-yl]ethynyl}pyridazine), C(C1=CC=CC=C1)OC=1N=NC(=CC1OCC1=CC=CC=C1)C#C (3,4-bis(Benzyloxy)-6-ethynylpyridazine). Product: C(C1=CC=CC=C1)OC=1N=NC(=CC1OCC1=CC=CC=C1)C#CC1=CC(=CC=C1)C(F)(F)F (3,4-bis(Benzyloxy)-6-{2-[3-(trifluoromethyl)phenyl]-ethynyl}pyridazine). RXN SMILES: [CH2:1]([O:8][C:9]1[N:10]=[N:11][C:12]([C:23]#[C:24][C:25]2[CH:26]=NC(C(F)(F)F)=C[CH:30]=2)=[CH:13][C:14]=1[O:15][CH2:16][C:17]1[CH:22]=[CH:21][CH:20]=[CH:19][CH:18]=1)[C:2]1[CH:7]=[CH:6][CH:5]=[CH:4][CH:3]=1.C(OC1N=NC(C#C)=CC=1OCC1C=CC=CC=1)C1C=CC=CC=1.I[C:60]1C=CC=[C:62]([C:66]([F:69])([F:68])[F:67])[CH:61]=1>>[CH2:1]([O:8][C:9]1[N:10]=[N:11][C:12]([C:23]#[C:24][C:25]2[CH:30]=[CH:60][CH:61]=[C:62]([C:66]([F:69])([F:68])[F:67])[CH:26]=2)=[CH:13][C:14]=1[O:15][CH2:16][C:17]1[CH:22]=[CH:21][CH:20]=[CH:19][CH:18]=1)[C:2]1[CH:3]=[CH:4][CH:5]=[CH:6][CH:7]=1. Reported procedure: Prepared as described for 3,4-bis(benzyloxy)-6-{[6-(trifluoromethyl)pyridin-3-yl]ethynyl}pyridazine (Intermediate 9) from 3,4-bis(benzyloxy)-6-ethynylpyridazine (Intermediate 5) and 1-iodo-3-(trifluoromethyl)benzene.